The task is: describe an organic reaction: reactants, conditions, products, and yield. This data is from the Open Reaction Database (ORD), a public repository of structured organic reaction records. Reactants: C[Si](CCOCCl)(C)C (2-(trimethylsilyl)ethoxymethyl chloride), BrC1=NC=2N(C(NC(C2N1CC1=CC=C(C=C1)Cl)=O)=O)C (8-bromo-7-(4-chlorobenzyl)-3-methyl-1H-purine-2,6(3H,7H)-dione), BrC1=NC=2N(C(NC(C2N1CC1=CC=C(C=C1)Cl)=O)=O)C (8-bromo-7-(4-chlorobenzyl)-3-methyl-1H-purine-2,6(3H,7H)-dione), C([O-])([O-])=O.[K+].[K+] (potassium carbonate). Solvent: CN(C)C=O (DMF). Run at time 3 hour. Yields the product BrC1=NC=2N(C(NC(C2N1COCC[Si](C)(C)C)=O)=O)C (8-bromo-3-methyl-7-((2-(trimethylsilyl)ethoxy)methyl)-1H-purine-2,6(3H,7H)-dione). Yield: 74.5%. Reaction SMILES: [Br:1][C:2]1[N:10]([CH2:11]C2C=CC(Cl)=CC=2)[C:9]2[C:8](=[O:19])[NH:7][C:6](=[O:20])[N:5]([CH3:21])[C:4]=2[N:3]=1.C(=O)([O-])[O-].[K+].[K+].[CH3:28][Si:29]([CH3:36])([CH3:35])[CH2:30][CH2:31][O:32]CCl>CN(C=O)C>[Br:1][C:2]1[N:10]([CH2:11][O:32][CH2:31][CH2:30][Si:29]([CH3:36])([CH3:35])[CH3:28])[C:9]2[C:8](=[O:19])[NH:7][C:6](=[O:20])[N:5]([CH3:21])[C:4]=2[N:3]=1 |f:1.2.3|. Procedure: To a solution of 8-bromo-3-methyl-1H-purine-2,6(3H,7H)-dione (3.5 g, 14.3 mmol, intermediate 8 step 1) in DMF (30 mL) was added potassium carbonate (3.9 g, 28.6 mmol). Then 2-(trimethylsilyl)ethoxymethyl chloride (2.37 g, 14.3 mmol) was added dropwise 0° C., it was stirred room temperature for 3 h. The mixture was partitioned between ethyl acetate and water. The organic layers were combined, dried over sodium sulfate, filtered and concentrated to give a crude product which was washed with ethano...